Task: describe an organic reaction: reactants, conditions, products, and yield. Dataset: the Open Reaction Database (ORD), a public repository of structured organic reaction records The product is FC12CC3(CC(CC(C1)C3)C2)NC2=NC=C(C(=N2)C(F)(F)F)C(=O)N2CCOCC2 (N-(3-fluoroadamantan-1-yl)-5-(morpholin-4-ylcarbonyl)-4-(trifluoromethyl)pyrimidin-2-amine). Conditions: time 30 minute. Run in ClCCl (dichloromethane). The reactants are C(C)N(CC)S(F)(F)F (diethylaminosulfur trifluoride), N1(CCOCC1)C(=O)C=1C(=NC(=NC1)NC12CC3(CC(CC(C1)C3)C2)O)C(F)(F)F (3-{[5-(morpholin-4-ylcarbonyl)-4-(trifluoromethyl)pyrimidin-2-yl]amino}adamantan-1-ol), C(O)([O-])=O.[Na+] (sodium hydrogen carbonate). Procedure details: To a mixture of 3-{[5-(morpholin-4-ylcarbonyl)-4-(trifluoromethyl)pyrimidin-2-yl]amino}adamantan-1-ol (150 mg) and dichloromethane (3 mL) was added diethylaminosulfur trifluoride (70 μL) under ice-cooling, followed by stirring at room temperature for 30 minutes. The reaction mixture was alkalified by adding a saturated aqueous sodium hydrogen carbonate solution, and the aqueous layer was extracted with ethyl acetate. The organic layer was washed with water and saturated brine, and dried over anh... Reaction SMILES: [N:1]1([C:7]([C:9]2[C:10]([C:27]([F:30])([F:29])[F:28])=[N:11][C:12]([NH:15][C:16]34[CH2:25][CH:20]5[CH2:21][CH:22]([CH2:24][C:18](O)([CH2:19]5)[CH2:17]3)[CH2:23]4)=[N:13][CH:14]=2)=[O:8])[CH2:6][CH2:5]OC[CH2:2]1.C(N(S(F)(F)[F:37])CC)C.[C:40](=[O:43])([O-])O.[Na+]>ClCCl>[F:37][C:18]12[CH2:19][CH:20]3[CH2:21][CH:22]([CH2:23][C:16]([NH:15][C:12]4[N:11]=[C:10]([C:27]([F:30])([F:29])[F:28])[C:9]([C:7]([N:1]5[CH2:2][CH2:40][O:43][CH2:5][CH2:6]5)=[O:8])=[CH:14][N:13]=4)([CH2:25]3)[CH2:17]1)[CH2:24]2 |f:2.3|.